Task: describe an organic reaction: reactants, conditions, products, and yield. Dataset: the Open Reaction Database (ORD), a public repository of structured organic reaction records The reactants are CC=CC(=O)Cl, CC(C)(C)OC(N)=O, [Li]CCCC, [Na+], O=C([O-])O, C1CCOC1. The product is CC=CC(=O)NC(=O)OC(C)(C)C. RXN SMILES: [C:14]([CH:15]=[CH:16][CH3:17])(=[O:18])[Cl:19].[C:1]([NH2:2])([O:3][C:4]([CH3:5])([CH3:6])[CH3:7])=[O:8].[CH2:9]([Li:10])[CH2:11][CH2:12][CH3:13].[Na+:24].[O-:20][C:21]([OH:22])=[O:23].[O:25]1[CH2:26][CH2:27][CH2:28][CH2:29]1>>[C:1]([NH:2][C:14]([CH:15]=[CH:16][CH3:17])=[O:18])([O:3][C:4]([CH3:5])([CH3:6])[CH3:7])=[O:8]. The reactants are ClC1=C(C(=O)Cl)C=CC=C1 (2-chlorobenzoyl chloride), ClC1=NC=C(C=C1)C(F)(F)F (2-chloro-5-(trifluoromethyl)pyridine), ClC1=C(C=CC(=C1)Cl)C1=NC(=NC=C1C=1NC=CN1)NCCNC1=NC=C(C=C1)[N+](=O)[O-] ([4-(2,4-dichlorophenyl)-5-imidazol-2-ylpyrimidin-2-yl]{2-[(5-nitro(2-pyridyl))amino]ethyl}amine). Yields the product ClC1=C(C=CC=C1)C1=NC(=NC=C1C=1NC=CN1)NCCNC1=NC=C(C=C1)C(F)(F)F ([4-(2-chlorophenyl)-5-imidazol-2-ylpyrimidin-2-yl](2-{[5-(trifluoromethyl)(2-pyridyl)]amino}ethyl)amine). As a reaction SMILES: ClC1C=CC=CC=1C(Cl)=O.Cl[C:12]1[CH:17]=[CH:16][C:15]([C:18]([F:21])([F:20])[F:19])=[CH:14][N:13]=1.[Cl:22][C:23]1[CH:28]=[C:27](Cl)[CH:26]=[CH:25][C:24]=1[C:30]1[C:35]([C:36]2[NH:37][CH:38]=[CH:39][N:40]=2)=[CH:34][N:33]=[C:32]([NH:41][CH2:42][CH2:43][NH:44]C2C=CC([N+]([O-])=O)=CN=2)[N:31]=1>>[Cl:22][C:23]1[CH:28]=[CH:27][CH:26]=[CH:25][C:24]=1[C:30]1[C:35]([C:36]2[NH:40][CH:39]=[CH:38][N:37]=2)=[CH:34][N:33]=[C:32]([NH:41][CH2:42][CH2:43][NH:44][C:12]2[CH:17]=[CH:16][C:15]([C:18]([F:21])([F:20])[F:19])=[CH:14][N:13]=2)[N:31]=1. Procedure details: [4-(2-chlorophenyl)-5-imidazol-2-ylpyrimidin-2-yl](2-{[5-(trifluoromethyl)(2-pyridyl)]amino}ethyl)amine was prepared from 2-chlorobenzoyl chloride and 2-chloro-5-(trifluoromethyl)pyridine using the general method for [4-(2,4-dichlorophenyl)-5-imidazol-2-ylpyrimidin-2-yl]{2-[(5-nitro(2-pyridyl))amino]ethyl}amine.